This data is from the Open Reaction Database (ORD), a public repository of structured organic reaction records. The task is: describe an organic reaction: reactants, conditions, products, and yield Starting materials: C1(C=2C(C(N1C(CC(=O)OC)C1=CC(=C(C=C1)OC)OC)=O)=CC=CC2)=O (methyl 3-phthalimido-3-(3',4'-dimethoxyphenyl)propionate), C(=O)(OCC)N1C(C=2C(C1=O)=CC=CC2)=O (N-carboethoxyphthalimide), N[C@H](CC(=O)OC)C1=CC(=C(C=C1)OC)OC (methyl (3R)-3-amino-3-(3',4'-dimethoxyphenyl)propionate), C([O-])([O-])=O.[Na+].[Na+] (sodium carbonate). The product is C1(C=2C(C(N1[C@H](CC(=O)OC)C1=CC(=C(C=C1)OC)OC)=O)=CC=CC2)=O (Methyl (3R)-3-phthalimido-3-(3',4'-dimethoxyphenyl)propionate). Reaction SMILES: [C:1]1(=[O:27])[N:5]([CH:6]([C:12]2[CH:17]=[CH:16][C:15]([O:18][CH3:19])=[C:14]([O:20][CH3:21])[CH:13]=2)[CH2:7][C:8]([O:10][CH3:11])=[O:9])[C:4](=[O:22])[C:3]2=[CH:23][CH:24]=[CH:25][CH:26]=[C:2]12.N[C@@H](C1C=CC(OC)=C(OC)C=1)CC(OC)=O.C(=O)([O-])[O-].[Na+].[Na+].C(N1C(=O)C2=CC=CC=C2C1=O)(OCC)=O>>[C:4]1(=[O:22])[N:5]([C@@H:6]([C:12]2[CH:17]=[CH:16][C:15]([O:18][CH3:19])=[C:14]([O:20][CH3:21])[CH:13]=2)[CH2:7][C:8]([O:10][CH3:11])=[O:9])[C:1](=[O:27])[C:2]2=[CH:26][CH:25]=[CH:24][CH:23]=[C:3]12 |f:2.3.4|. Reported procedure: Prepared as described earlier as methyl 3-phthalimido-3-(3',4'-dimethoxyphenyl)propionate from methyl (3R)-3-amino-3-(3',4'-dimethoxyphenyl)propionate (0.25 g, 0.91 mmol), sodium carbonate (0.10 g, 0.91 mmol) and N-carboethoxyphthalimide (0.20 g, 0.91 mmol). Methyl (3R)-3-phthalimido-3-(3',4'-dimethoxyphenyl)propionate was obtained as a white powder, 0.29 g (88%); 1H NMR (DMSO-d6, 250 MHz) δ 7.87 (br s, 4 H, Ar), 6.80-7.10 (m, 3 H, Ar), 5.64 (dd, 1 H, J1 =7 Hz, J2 =9 Hz), 3.73 (s, 3 H, OCH3), 3.... Reactants: NC1=NC(=C2N=CN(C2=N1)[C@H]1C[C@H](O)[C@H](O1)CO)[Se]C1=C(N=CN1C)[N+](=O)[O-] (2-Amino-6-(1-methyl-4-nitroimidazol-5-yl)seleno-9-(2-deoxy-β-D-erythro-pentofuranosyl)purine), ClC1=C(N=CN1C)[N+](=O)[O-] (5-chloro-1-methyl-4-nitroimidazole), 2, O([Na])C (NaOCH3). Solvent: CO (MeOH). Product: NC1=NC(=C2N=CN(C2=N1)[C@@H]1C[C@H](O)[C@H](O1)CO)[Se]C1=C(N=CN1C)[N+](=O)[O-] (2-Amino-6-(1-methyl-4-nitroimidazol-5-yl)seleno-9-(2-deoxy-α-D-erythro-pentofuranosyl)purine). The yield is 91.0%. RXN SMILES: [NH2:1][C:2]1[N:10]=[C:9]2[C:5]([N:6]=[CH:7][N:8]2[C@@H:11]2[O:16][C@H:15]([CH2:17][OH:18])[C@@H:13]([OH:14])[CH2:12]2)=[C:4]([Se:19][C:20]2[N:24]([CH3:25])[CH:23]=[N:22][C:21]=2[N+:26]([O-:28])=[O:27])[N:3]=1.O(C)[Na].ClC1N(C)C=NC=1[N+]([O-])=O>CO>[NH2:1][C:2]1[N:10]=[C:9]2[C:5]([N:6]=[CH:7][N:8]2[C@H:11]2[O:16][C@H:15]([CH2:17][OH:18])[C@@H:13]([OH:14])[CH2:12]2)=[C:4]([Se:19][C:20]2[N:24]([CH3:25])[CH:23]=[N:22][C:21]=2[N+:26]([O-:28])=[O:27])[N:3]=1. Procedure: The procedure was the same as that for 7c except that 800 mg (0.0024 mol) of 2, 160 mg of NaOCH3, and 400 mg of 5-chloro-1-methyl-4-nitroimidazole were used. The product obtained by crystallization from MeOH--H2O was dried over Drierite in vacuo at the temperature of refluxing toluene for 2 hr. to yield 1.0 g (91%) of 3c: mp 148° softens to a glass. The reactants are OC1=C(C(=O)OCC)C=C(C=C1)C (ethyl 2-hydroxy-5-methyl-benzoate), C(C=C)Br (allyl bromide), C([O-])([O-])=O.[K+].[K+] (potassium carbonate). The solvent is CC(CC)=O (2-butanone). Product: C(C=C)OC1=C(C(=O)O)C=C(C=C1)C (2-Allyloxy-5-methyl-benzoic acid). RXN SMILES: [OH:1][C:2]1[CH:12]=[CH:11][C:10]([CH3:13])=[CH:9][C:3]=1[C:4]([O:6]CC)=[O:5].[CH2:14](Br)[CH:15]=[CH2:16].C(=O)([O-])[O-].[K+].[K+]>CC(=O)CC>[CH2:16]([O:1][C:2]1[CH:12]=[CH:11][C:10]([CH3:13])=[CH:9][C:3]=1[C:4]([OH:6])=[O:5])[CH:15]=[CH2:14] |f:2.3.4|. Procedure: The reaction of ethyl 2-hydroxy-5-methyl-benzoate and allyl bromide in 2-butanone in the presence of potassium carbonate was performed as described in Example 2 to give 2-Allyloxy-5-methyl-benzoic acid as white powder. 1H-NMR (400 MHz, d6-DMSO): 12.52 (s, —CO2H); 7.43 (m, 1 arom. H); 7.26 (m, 1 arom. H); 6.98 (m, 1 arom. H); 5.99 (m, —CH═CH2); 5.46, 5.22 (2 d-like, CH═CH2); 4.56 (d-like, CH2—CH═CH2); 2.23 (s, —CH3). 13C-NMR (100 MHz, d6-DMSO): 167.39 (C═O); 154.91; 133.52; 133.20; 130.91; 129.05... Starting materials: CO, COc1cc(C#N)ccc1OCC(=O)O, N. Yields the product COc1cc(CN)ccc1OCC(=O)O. RXN SMILES: [CH3:17][OH:18].[CH3:1][O:2][c:3]1[c:4]([O:5][CH2:6][C:7](=[O:8])[OH:9])[cH:10][cH:11][c:12]([C:14]#[N:15])[cH:13]1.[NH3:16]>>[CH3:1][O:2][c:3]1[c:4]([O:5][CH2:6][C:7](=[O:8])[OH:9])[cH:10][cH:11][c:12]([CH2:14][NH2:15])[cH:13]1. Starting materials: N#Cc1c(Br)cccc1C=CC(=O)O, COc1cccc(C=CC(=O)O)c1C#N, N#Cc1ccc(C=CC(=O)O)cc1, N#Cc1cc(F)ccc1C=CC(=O)O, C1CCCCC1, CC(C)O, N#Cc1ccc(Cl)cc1C=CC(=O)O. Yields the product N#Cc1c(Cl)cccc1C=CC(=O)O. As a reaction SMILES: [Br:1][c:2]1[c:3]([C:13]#[N:14])[c:4]([CH:8]=[CH:9][C:10](=[O:11])[OH:12])[cH:5][cH:6][cH:7]1.[C:15]([c:16]1[c:17]([O:18][CH3:19])[cH:20][cH:21][cH:22][c:23]1[CH:24]=[CH:25][C:26]([OH:27])=[O:28])#[N:29].[C:30]([c:31]1[cH:32][cH:33][c:34]([CH:35]=[CH:36][C:37]([OH:38])=[O:39])[cH:40][cH:41]1)#[N:42].[C:57]([c:58]1[cH:59][c:60]([F:61])[cH:62][cH:63][c:64]1[CH:65]=[CH:66][C:67]([OH:68])=[O:69])#[N:70].[CH2:71]1[CH2:72][CH2:73][CH2:74][CH2:75][CH2:76]1.[CH:77]([OH:78])([CH3:79])[CH3:80].[Cl:43][c:44]1[cH:45][cH:46][c:47]([C:48]#[N:49])[c:50]([CH:51]=[CH:52][C:53]([OH:54])=[O:55])[cH:56]1>>[c:2]1([Cl:43])[c:3]([C:13]#[N:14])[c:4]([CH:8]=[CH:9][C:10](=[O:11])[OH:12])[cH:5][cH:6][cH:7]1. The reactants are C(C)(=O)N(C1=C(C(C2=C(O1)C1=CC=CC=C1C=C2)C2=CC(=CC=C2)[N+](=O)[O-])C#N)C(C)=O (2-Diacetylamino-4-(3-nitrophenyl)-4H-naphtho[1,2-b]pyran-3-carbonitrile), III. Solvent: C(Cl)(Cl)Cl (chloroform). Conditions: time 24 hour. Yields the product C(C)(=O)NC1=C(C(C2=C(O1)C1=CC=CC=C1C=C2)C2=CC(=CC=C2)[N+](=O)[O-])C#N (2-acetamido-4-(3-nitrophenyl)-4H-naphtho[1,2-b]pyran-3-carbonitrile). As a reaction SMILES: [C:1]([N:4](C(=O)C)[C:5]1[O:10][C:9]2[C:11]3[C:16]([CH:17]=[CH:18][C:8]=2[CH:7]([C:19]2[CH:24]=[CH:23][CH:22]=[C:21]([N+:25]([O-:27])=[O:26])[CH:20]=2)[C:6]=1[C:28]#[N:29])=[CH:15][CH:14]=[CH:13][CH:12]=3)(=[O:3])[CH3:2]>C(Cl)(Cl)Cl>[C:1]([NH:4][C:5]1[O:10][C:9]2[C:11]3[C:16]([CH:17]=[CH:18][C:8]=2[CH:7]([C:19]2[CH:24]=[CH:23][CH:22]=[C:21]([N+:25]([O-:27])=[O:26])[CH:20]=2)[C:6]=1[C:28]#[N:29])=[CH:15][CH:14]=[CH:13][CH:12]=3)(=[O:3])[CH3:2]. Reported procedure: 2-Diacetylamino-4-(3-nitrophenyl)-4H-naphtho[1,2-b]pyran-3-carbonitrile (3.62 g) was dissolved in chloroform (200 ml) and mechanically stirred in the presence of Grade III alumina (36 g) for 24 hours at ambient temperature. The suspension was filtered, the alumina pad was washed through with 5% methanol in chloroform, the combined filtrates were evaporated and the residue was triturated with a little chloroform. The white solid was dissolved in dioxan (50 ml) and left to stand for 24 hours. An i... Yields the product CCCN(CCC)CC(=O)OC1CC2(C)C(C(=O)COC(C)=O)CCC2C2CCC3CC(O)CCC3(C)C12. Reactants: CC(=O)[O-], CC(=O)[O-], O=C([O-])O, CC(=O)[O-], CC(=O)[O-], CCCN(CCC)CC(=O)OC1CC2(C)C(C(C)=O)CCC2C2CCC3CC(O)CCC3(C)C12, CO, [Na+], [Pb+4], c1ccccc1. Reaction SMILES: [C:13]([O-:14])(=[O:15])[CH3:16].[C:1]([CH3:2])(=[O:3])[O-:4].[C:54](=[O:55])([OH:56])[O-:57].[C:5]([O-:6])(=[O:7])[CH3:8].[C:9]([O-:10])(=[O:11])[CH3:12].[CH2:18]([CH2:19][CH3:20])[N:21]([CH2:22][CH2:23][CH3:24])[CH2:25][C:26](=[O:27])[O:28][CH:29]1[CH:30]2[C:31]3([CH3:51])[CH2:32][CH2:33][CH:34]([OH:50])[CH2:35][CH:36]3[CH2:37][CH2:38][CH:39]2[CH:40]2[CH2:41][CH2:42][CH:43]([C:44]([CH3:45])=[O:46])[C:47]2([CH3:49])[CH2:48]1.[CH3:52][OH:53].[Na+:58].[Pb+4:17].[cH:59]1[cH:60][cH:61][cH:62][cH:63][cH:64]1>>[C:1]([CH3:2])(=[O:3])[O:4][CH2:45][C:44]([CH:43]1[CH2:42][CH2:41][CH:40]2[CH:39]3[CH:30]([CH:29]([O:28][C:26]([CH2:25][N:21]([CH2:18][CH2:19][CH3:20])[CH2:22][CH2:23][CH3:24])=[O:27])[CH2:48][C:47]21[CH3:49])[C:31]1([CH3:51])[CH2:32][CH2:33][CH:34]([OH:50])[CH2:35][CH:36]1[CH2:37][CH2:38]3)=[O:46]. The reactants are Cc1c(N)c(F)cc(F)c1F, N#C[K], O=N[O-], [NH4+], [Na+], [OH-], O, O=S(=O)(O)O. Yields the product Cc1c(F)c(F)cc(F)c1C#N. RXN SMILES: [CH3:1][c:2]1[c:3]([NH2:4])[c:5]([F:11])[cH:6][c:7]([F:10])[c:8]1[F:9].[K:21][C:22]#[N:23].[N:17]([O-:18])=[O:19].[NH4+:24].[Na+:20].[OH-:25].[OH2:26].[S:12](=[O:13])(=[O:14])([OH:15])[OH:16]>>[CH3:1][c:2]1[c:3]([C:22]#[N:23])[c:5]([F:11])[cH:6][c:7]([F:10])[c:8]1[F:9]. As a reaction SMILES: [CH2:20]([c:21]1[cH:22][cH:23][cH:24][cH:25][cH:26]1)[N:27]1[CH2:28][CH:29]([CH2:32][Cl:33])[CH2:30][CH2:31]1.[CH3:36][N:37]([CH3:38])[CH:39]=[O:40].[CH3:41][c:42]1[cH:43][cH:44][cH:45][cH:46][cH:47]1.[H-:16].[H:18][H:19].[I-:35].[Na+:17].[Na+:34].[cH:1]1[cH:2][cH:3][cH:4][c:5]2[c:11]1[CH2:10][CH2:9][c:8]1[c:7]([cH:15][cH:14][cH:13][cH:12]1)[NH:6]2>>[cH:1]1[cH:2][cH:3][cH:4][c:5]2[c:11]1[CH2:10][CH2:9][c:8]1[c:7]([cH:15][cH:14][cH:13][cH:12]1)[N:6]2[CH2:32][CH:29]1[CH2:28][N:27]([CH2:20][c:21]2[cH:22][cH:23][cH:24][cH:25][cH:26]2)[CH2:31][CH2:30]1. The reactants are ClCC1CCN(Cc2ccccc2)C1, CN(C)C=O, Cc1ccccc1, [H-], [H][H], [I-], [Na+], [Na+], c1ccc2c(c1)CCc1ccccc1N2. Yields the product c1ccc(CN2CCC(CN3c4ccccc4CCc4ccccc43)C2)cc1. Starting materials: Cl.NC1C(CC(C1)(F)F)NC(C1=C(C=CC=C1)N1N=CC=N1)=O (N-(2-amino-4,4-difluorocyclopentyl)-2-(2H-1,2,3-triazol-2-yl)benzamide hydrochloride), Cl.NC1C(CC(C1)(F)F)NC(C1=C(C=CC=C1)N1N=CC=N1)=O (N-(2-amino-4,4-difluorocyclopentyl)-2-(2H-1,2,3-triazol-2-yl)benzamide hydrochloride), ClC1=NC=C(C=C1)C(F)(F)F (2-chloro-5-(trifluoromethyl)pyridine), CCN(C(C)C)C(C)C (DIPEA). Solvent: CS(=O)C (DMSO). Conditions: temperature 140 celsius. Product: FC1(CC(C(C1)NC(C1=C(C=CC=C1)N1N=CC=N1)=O)NC1=NC=C(C=C1)C(F)(F)F)F (N-(4,4-Difluoro-2-{[5-(trifluoromethyl)pyridin-2-yl]amino}cyclopentyl)-2-(2H-1,2,3-triazol-2-yl)benzamide). RXN SMILES: Cl.[NH2:2][CH:3]1[CH2:7][C:6]([F:9])([F:8])[CH2:5][CH:4]1[NH:10][C:11](=[O:23])[C:12]1[CH:17]=[CH:16][CH:15]=[CH:14][C:13]=1[N:18]1[N:22]=[CH:21][CH:20]=[N:19]1.Cl[C:25]1[CH:30]=[CH:29][C:28]([C:31]([F:34])([F:33])[F:32])=[CH:27][N:26]=1.CCN(C(C)C)C(C)C>CS(C)=O>[F:8][C:6]1([F:9])[CH2:5][CH:4]([NH:10][C:11](=[O:23])[C:12]2[CH:17]=[CH:16][CH:15]=[CH:14][C:13]=2[N:18]2[N:19]=[CH:20][CH:21]=[N:22]2)[CH:3]([NH:2][C:25]2[CH:30]=[CH:29][C:28]([C:31]([F:34])([F:33])[F:32])=[CH:27][N:26]=2)[CH2:7]1 |f:0.1|. Procedure: To a solution of N-(2-amino-4,4-difluorocyclopentyl)-2-(2H-1,2,3-triazol-2-yl)benzamide hydrochloride (Intermediate 42; 120 mg, 0.349 mmol) in dry DMSO (1.2 ml) was added 2-chloro-5-(trifluoromethyl)pyridine (CAS number 52334-81-3; 70 mg, 0.38 mmol) and DIPEA (183 μl, 1.05 mmol). The reaction mixture was heated in a sealed vial at 140° C. for 17 hours then partitioned between ethyl acetate and water. The organics were washed with water, filtered through a hydrophobic frit and concentrated in vac...